This data is from the Open Reaction Database (ORD), a public repository of structured organic reaction records. The task is: describe an organic reaction: reactants, conditions, products, and yield Reactants: C=O (formalin), N1(CCNCC1)C(=S)SC (methyl 1-piperazinecarbodithioate), COC1=C(C=CC=C1)O (2-methoxyphenol). Run in C(C)O (ethanol), C(C)O (ethanol), C(C)O (ethanol). Reaction conditions: time 30 minute. Yields the product OC1=C(CN2CCN(CC2)C(=S)SC)C=CC=C1OC (Methyl 4-(2-hydroxy-3-methoxybenzyl)-1-piperazinecarbodithioate). Isolated yield 46.1%. Reaction SMILES: [CH2:1]=O.[N:3]1([C:9]([S:11][CH3:12])=[S:10])[CH2:8][CH2:7][NH:6][CH2:5][CH2:4]1.[CH3:13][O:14][C:15]1[CH:20]=[CH:19][CH:18]=[CH:17][C:16]=1[OH:21]>C(O)C>[OH:21][C:16]1[C:15]([O:14][CH3:13])=[CH:20][CH:19]=[CH:18][C:17]=1[CH2:1][N:6]1[CH2:7][CH2:8][N:3]([C:9]([S:11][CH3:12])=[S:10])[CH2:4][CH2:5]1. Procedure: In 10 ml of ethanol was dissolved 0.86 g of 35% formalin. To the solution was dropwise added under chilling with ice a solution of 2.35 g of methyl 1-piperazinecarbodithioate in 5 ml of ethanol. The mixture was then stirred for 30 min. at room temperature. The mixture was refluxed overnight under heating after addition of a solution of 1.24 g of 2-methoxyphenol in 5 ml of ethanol under chilling with ice. The reaction mixture was cooled to room temperature. Precipitated crystals were collected by... Reactants: NC1=C2C(C(=CN(C2=C(C(=C1F)F)OC)C1CC1)C(=O)O)=O (5-amino-1-cyclopropyl-6,7-difluoro-1,4-dihydro-8-methoxy-4-oxo-3-quinolinecarboxylic acid), C(C)(C)(C)OC(=O)NC1CNCC1 (3-t-butoxycarbonylaminopyrrolidine), C1CCC2=NCCCN2CC1 (DBU). The solvent is C(C)#N (acetonitrile). Run at time 10 minute. Yields the product NC1=C2C(C(=CN(C2=C(C(=C1F)N1CC(CC1)N)OC)C1CC1)C(=O)O)=O (5-amino-7-(3-amino-1-pyrrolidinyl)-1-cyclopropyl-6-fluoro-1,4-dihydro-8-methoxy-4-oxo-3-quinolinecarboxylic acid). The yield is 32.1%. RXN SMILES: [NH2:1][C:2]1[C:11]([F:12])=[C:10](F)[C:9]([O:14][CH3:15])=[C:8]2[C:3]=1[C:4](=[O:22])[C:5]([C:19]([OH:21])=[O:20])=[CH:6][N:7]2[CH:16]1[CH2:18][CH2:17]1.C(OC([NH:30][CH:31]1[CH2:35][CH2:34][NH:33][CH2:32]1)=O)(C)(C)C.C1CCN2C(=NCCC2)CC1>C(#N)C>[NH2:1][C:2]1[C:11]([F:12])=[C:10]([N:33]2[CH2:34][CH2:35][CH:31]([NH2:30])[CH2:32]2)[C:9]([O:14][CH3:15])=[C:8]2[C:3]=1[C:4](=[O:22])[C:5]([C:19]([OH:21])=[O:20])=[CH:6][N:7]2[CH:16]1[CH2:18][CH2:17]1. Reported procedure: A mixture of 5-amino-1-cyclopropyl-6,7-difluoro-1,4-dihydro-8-methoxy-4-oxo-3-quinolinecarboxylic acid (90 mg), 3-t-butoxycarbonylaminopyrrolidine (115 mg), DBU (50 mg) and anhydrous acetonitrile (4 ml) was refluxed for 20 hours. After cooling, the resulting precipitate was collected by filtration and added to concentrated hydrochloric acid-methanol (1:1, 2 ml). The mixture was stirred for 10 minutes at room temperature, then neutralized with concentrated aqueous ammonia, and the precipitate was... Reactants: O=[N+]([O-])c1nnc(Br)s1, O=C([O-])[O-], CC#N, [Cs+], [Cs+], CCOC(=O)CC1OB(O)c2cc(O)cc(C)c21. Product: CCOC(=O)CC1OB(O)c2cc(Oc3nnc([N+](=O)[O-])s3)cc(C)c21. As a reaction SMILES: [Br:19][c:20]1[s:21][c:22]([N+:25](=[O:26])[O-:27])[n:23][n:24]1.[C:28](=[O:29])([O-:30])[O-:31].[CH3:34][C:35]#[N:36].[Cs+:32].[Cs+:33].[OH:1][B:2]1[O:3][CH:4]([CH2:13][C:14](=[O:15])[O:16][CH2:17][CH3:18])[c:5]2[c:6]1[cH:7][c:8]([OH:12])[cH:9][c:10]2[CH3:11]>>[OH:1][B:2]1[O:3][CH:4]([CH2:13][C:14](=[O:15])[O:16][CH2:17][CH3:18])[c:5]2[c:6]1[cH:7][c:8]([O:12][c:20]1[s:21][c:22]([N+:25](=[O:26])[O-:27])[n:23][n:24]1)[cH:9][c:10]2[CH3:11]. Starting materials: O1COC2=C1C=CC(=C2)C2(CCC(CC2)=O)O (4-benzo[1,3]dioxol-5-yl-4-hydroxy-cyclohexanone), Cl (HCl). The solvent is C1CCOC1 (THF). Yields the product O1COC2=C1C=CC(=C2)C2=CCC(CC2)=O (4-Benzo[1,3]-dioxol-5-yl-cyclohex-3-enone). Reaction SMILES: [O:1]1[C:5]2[CH:6]=[CH:7][C:8]([C:10]3(O)[CH2:15][CH2:14][C:13](=[O:16])[CH2:12][CH2:11]3)=[CH:9][C:4]=2[O:3][CH2:2]1.Cl>C1COCC1>[O:1]1[C:5]2[CH:6]=[CH:7][C:8]([C:10]3[CH2:15][CH2:14][C:13](=[O:16])[CH2:12][CH:11]=3)=[CH:9][C:4]=2[O:3][CH2:2]1. Procedure: A solution of 4-benzo[1,3]dioxol-5-yl-4-hydroxy-cyclohexanone (as prepared in the previous step, 3.5 g, 15 mmol) in THF (10 mL) was treated with 6N HCl (5 mL) overnight under argon at room temperature. The resulting solution was quenched with sufficient 1N NaOH to neutralize the reaction. The solvent was removed and the residue was partitioned between DCM and water. The organic layer was washed with brine, dried over anhydrous Na2SO4, filtered and concentrated to give a yellow oil, which was the... The product is COCc1nn(-c2cccc(C(F)(F)F)n2)cc1CO. Starting materials: [Al+3], COCc1nn(-c2cccc(C(F)(F)F)n2)cc1C(=O)OC, [H-], [H-], [H-], [H-], [Li+], C1CCOC1. RXN SMILES: [Al+3:24].[CH3:1][O:2][CH2:3][c:4]1[n:5][n:6](-[c:13]2[n:14][c:15]([C:19]([F:20])([F:21])[F:22])[cH:16][cH:17][cH:18]2)[cH:7][c:8]1[C:9](=[O:10])[O:11][CH3:12].[H-:23].[H-:26].[H-:27].[H-:28].[Li+:25].[O:29]1[CH2:30][CH2:31][CH2:32][CH2:33]1>>[CH3:1][O:2][CH2:3][c:4]1[n:5][n:6](-[c:13]2[n:14][c:15]([C:19]([F:20])([F:21])[F:22])[cH:16][cH:17][cH:18]2)[cH:7][c:8]1[CH2:9][OH:10].